From a dataset of the Open Reaction Database (ORD), a public repository of structured organic reaction records. describe an organic reaction: reactants, conditions, products, and yield The reactants are CC(=O)O, O=[N+]([O-])c1ccc(Oc2nccc3cc[nH]c23)c(F)c1, [Fe]. Product: Nc1ccc(Oc2nccc3cc[nH]c23)c(F)c1. RXN SMILES: [C:21]([OH:22])(=[O:23])[CH3:24].[F:1][c:2]1[c:3]([O:4][c:5]2[n:6][cH:7][cH:8][c:9]3[c:10]2[nH:11][cH:12][cH:13]3)[cH:14][cH:15][c:16]([N+:18]([O-:19])=[O:20])[cH:17]1.[Fe:25]>>[F:1][c:2]1[c:3]([O:4][c:5]2[n:6][cH:7][cH:8][c:9]3[c:10]2[nH:11][cH:12][cH:13]3)[cH:14][cH:15][c:16]([NH2:18])[cH:17]1. Starting materials: [Li]CCCC, C1CCOC1, C[Si](C)(C)c1cccc(CBr)c1, CCOP(C)(=O)OCC. Yields the product CCOP(=O)(CCc1cccc([Si](C)(C)C)c1)OCC. Reaction SMILES: [CH2:10]([Li:11])[CH2:12][CH2:13][CH3:14].[CH2:27]1[O:28][CH2:29][CH2:30][CH2:31]1.[CH3:15][Si:16]([c:17]1[cH:18][c:19]([CH2:20][Br:21])[cH:22][cH:23][cH:24]1)([CH3:25])[CH3:26].[CH3:1][P:2]([O:3][CH2:4][CH3:5])([O:6][CH2:7][CH3:8])=[O:9]>>[CH2:1]([P:2]([O:3][CH2:4][CH3:5])([O:6][CH2:7][CH3:8])=[O:9])[CH2:20][c:19]1[cH:18][c:17]([Si:16]([CH3:15])([CH3:25])[CH3:26])[cH:24][cH:23][cH:22]1. Reactants: CCO, COc1cc(C=CC(=O)O)cc(OC)c1O, O, O=S(=O)(O)O. Yields the product CCOC(=O)C=Cc1cc(OC)c(O)c(OC)c1. Reaction SMILES: [CH2:17]([CH3:18])[OH:19].[CH3:1][O:2][c:3]1[cH:4][c:5]([CH:6]=[CH:7][C:8](=[O:9])[OH:10])[cH:11][c:12]([O:15][CH3:16])[c:13]1[OH:14].[OH2:25].[S:20](=[O:21])(=[O:22])([OH:23])[OH:24]>>[CH3:1][O:2][c:3]1[cH:4][c:5]([CH:6]=[CH:7][C:8](=[O:9])[O:10][CH2:17][CH3:18])[cH:11][c:12]([O:15][CH3:16])[c:13]1[OH:14]. The reactants are NC1=CC(=NN1C1=CC=C(C#N)C=C1)C(C)(C)C (4-(5-amino-3-tert-butyl-1H-pyrazol-1-yl)benzonitrile), C([O-])([O-])=O.[K+].[K+] (potassium carbonate), ClC(=O)OC1=CC=CC=C1 (phenyl chloroformate). Solvent: C(Cl)Cl (DCM), C(Cl)Cl (DCM). Yields the product C(C)(C)(C)C1=NN(C(=C1)NC(OC1=CC=CC=C1)=O)C1=CC=C(C=C1)C#N (phenyl 3-tert-butyl-1-(4-cyanophenyl)-1H-pyrazol-5-ylcarbamate). Isolated yield 61.2%. Reaction SMILES: [NH2:1][C:2]1[N:6]([C:7]2[CH:14]=[CH:13][C:10]([C:11]#[N:12])=[CH:9][CH:8]=2)[N:5]=[C:4]([C:15]([CH3:18])([CH3:17])[CH3:16])[CH:3]=1.C(=O)([O-])[O-].[K+].[K+].Cl[C:26]([O:28][C:29]1[CH:34]=[CH:33][CH:32]=[CH:31][CH:30]=1)=[O:27]>C(Cl)Cl>[C:15]([C:4]1[CH:3]=[C:2]([NH:1][C:26](=[O:27])[O:28][C:29]2[CH:34]=[CH:33][CH:32]=[CH:31][CH:30]=2)[N:6]([C:7]2[CH:14]=[CH:13][C:10]([C:11]#[N:12])=[CH:9][CH:8]=2)[N:5]=1)([CH3:18])([CH3:17])[CH3:16] |f:1.2.3|. Procedure: Using the procedure described in Example 306A, to a solution of 4-(5-amino-3-tert-butyl-1H-pyrazol-1-yl)benzonitrile (350 mg, 1.45 mmol) and potassium carbonate (263 mg, 1.9 mmol) in anhydrous DCM (3 ml) was added dropwise phenyl chloroformate (0.91 ml, 7.3 mmol) as a solution in DCM (1.5 ml). The crude was purified by silica gel chromatography (DCM/EtOAc 6-50%) to afford phenyl 3-tert-butyl-1-(4-cyanophenyl)-1H-pyrazol-5-ylcarbamate (320 mg, 61%). 1H NMR (300 MHz, CDCl3) δ 1.34 (s, 9H), 6.45 (s... Starting materials: CC=1C=2N(C=CN1)C(=NC2)N2CCN(CC2)C(=O)OCC2=CC=CC=C2 (Benzyl 4-(8-methylimidazo[1,5-a]pyrazin-3-yl)piperazine-1-carboxylate), Cl (hydrochloric acid). The solvent is O (water). Product: Cl.CC=1C=2N(C=CN1)C(=NC2)N2CCNCC2 (8-methyl-3-(piperazin-1-yl)imidazo[1,5-a]pyrazine hydrochloride). Yield: 91.8%. RXN SMILES: [CH3:1][C:2]1[C:3]2[N:4]([C:8]([N:11]3[CH2:16][CH2:15][N:14](C(OCC4C=CC=CC=4)=O)[CH2:13][CH2:12]3)=[N:9][CH:10]=2)[CH:5]=[CH:6][N:7]=1.[ClH:27]>O>[ClH:27].[CH3:1][C:2]1[C:3]2[N:4]([C:8]([N:11]3[CH2:16][CH2:15][NH:14][CH2:13][CH2:12]3)=[N:9][CH:10]=2)[CH:5]=[CH:6][N:7]=1 |f:3.4|. Procedure details: Benzyl 4-(8-methylimidazo[1,5-a]pyrazin-3-yl)piperazine-1-carboxylate (486 mg) in 37% hydrochloric acid (97 mmol, 8 ml) was stirred at room temperature for two hours. Then water (16 ml) was added and the mixture washed twice with diethyl ether. The aqueous layer was concentrated in vacuo and co-evaporated with toluene and ethanol to give 8-methyl-3-(piperazin-1-yl)imidazo[1,5-a]pyrazine hydrochloride (322 mg). Starting materials: O(C1=CC=CC=C1)C1=NC=CC(=N1)C(=O)Cl (2-Phenoxypyrimidine-4-carbonyl chloride), FC1=CC=C(C=C1)CC(=O)N1NCC(C1)N1CCOCC1 (2-(4-fluorophenyl)-1-(4-morpholin-4-yl-pyrazolidin-1-yl)ethanone), [OH-].[Na+] (NaOH). Run in C(Cl)Cl (methylene chloride), O.C(Cl)Cl (water CH2Cl2), O.C(Cl)Cl (water CH2Cl2). Reaction conditions: time 18 hour. The product is FC1=CC=C(C=C1)CC(=O)N1N(CC(C1)N1CCOCC1)C(=O)C1=NC(=NC=C1)OC1=CC=CC=C1 (2-(4-fluorophenyl)-1-[4-morpholin-4-yl-2-(2-phenoxy-pyrimidine-4-carbonyl)pyrazolidine-1-yl]ethanone). Isolated yield 23.0%. Reaction SMILES: [O:1]([C:8]1[N:13]=[C:12]([C:14](Cl)=[O:15])[CH:11]=[CH:10][N:9]=1)[C:2]1[CH:7]=[CH:6][CH:5]=[CH:4][CH:3]=1.[F:17][C:18]1[CH:23]=[CH:22][C:21]([CH2:24][C:25]([N:27]2[CH2:31][CH:30]([N:32]3[CH2:37][CH2:36][O:35][CH2:34][CH2:33]3)[CH2:29][NH:28]2)=[O:26])=[CH:20][CH:19]=1.[OH-].[Na+]>C(Cl)Cl.O.C(Cl)Cl>[F:17][C:18]1[CH:23]=[CH:22][C:21]([CH2:24][C:25]([N:27]2[CH2:31][CH:30]([N:32]3[CH2:37][CH2:36][O:35][CH2:34][CH2:33]3)[CH2:29][N:28]2[C:14]([C:12]2[CH:11]=[CH:10][N:9]=[C:8]([O:1][C:2]3[CH:7]=[CH:6][CH:5]=[CH:4][CH:3]=3)[N:13]=2)=[O:15])=[O:26])=[CH:20][CH:19]=1 |f:2.3,5.6|. Procedure details: 2-Phenoxypyrimidine-4-carbonyl chloride, 18, (0.07 g, 0.28 mmol) in methylene chloride (1.5 mL) is added dropwise to a suspension of 2-(4-fluorophenyl)-1-(4-morpholin-4-yl-pyrazolidin-1-yl)ethanone, 13, (0.06 g, 0.18 mmol) in a 2:5 water/CH2Cl2 solution (7 mL) containing NaOH (0.0112 g, 0.28 mmol) at room temperature. The solution is stirred 18 hours and diluted with additional 2:5 water/CH2Cl2. The layers are allowed to separate and the aqueous phase extracted with additional methylene chloride...